Dataset: the Open Reaction Database (ORD), a public repository of structured organic reaction records. Task: describe an organic reaction: reactants, conditions, products, and yield The reactants are CCCCCC.C(C)(=O)OCC (hexane ethyl acetate), OC1=CC=C(C=C1)C(=O)C1=CC(=CC=C1)C(F)(F)F (3-Trifluoromethylphenyl 4-hydroxyphenyl ketone), ClC1=CC=NC2=CC(=C(C=C12)OC)OC (4-chloro-6,7-dimethoxyquinoline). Run in COCCOCCOC (diethylene glycol dimethyl ether). Run at temperature 160 celsius. The product is FC(C=1C=C(C=CC1)C(=O)C1=CC=C(C=C1)OC1=CC=NC2=CC(=C(C=C12)OC)OC)(F)F ((3-Trifluoromethylphenyl){4-[(6,7-dimethoxy-4-quinolyl)oxy]phenyl}methanone). Yield: 27.7%. Reaction SMILES: [OH:1][C:2]1[CH:7]=[CH:6][C:5]([C:8]([C:10]2[CH:15]=[CH:14][CH:13]=[C:12]([C:16]([F:19])([F:18])[F:17])[CH:11]=2)=[O:9])=[CH:4][CH:3]=1.Cl[C:21]1[C:30]2[C:25](=[CH:26][C:27]([O:33][CH3:34])=[C:28]([O:31][CH3:32])[CH:29]=2)[N:24]=[CH:23][CH:22]=1.CCCCCC.C(OCC)(=O)C>COCCOCCOC>[F:19][C:16]([F:17])([F:18])[C:12]1[CH:11]=[C:10]([C:8]([C:5]2[CH:6]=[CH:7][C:2]([O:1][C:21]3[C:30]4[C:25](=[CH:26][C:27]([O:33][CH3:34])=[C:28]([O:31][CH3:32])[CH:29]=4)[N:24]=[CH:23][CH:22]=3)=[CH:3][CH:4]=2)=[O:9])[CH:15]=[CH:14][CH:13]=1 |f:2.3|. Procedure: Under argon, 3-trifluoromethylphenyl 4-hydroxyphenyl ketone (432 mg) obtained in Example 139 and 4-chloro-6,7-dimethoxyquinoline (363 mg) were dissolved in diethylene glycol dimethyl ether (10 ml), and the solution was then refluxed at 160° C. for 11 hours. The reaction mixture was partitioned between saturated aqueous sodium hydrogen carbonate and chloroform, and the chloroform layer was dried with anhydrous magnesium sulfate. After removing the solvent by reduced-pressure distillation, the res... The reactants are Cc1cc([N+](=O)[O-])ccc1N=C1SCC(C(C)OC(C)(C)C)N1CC(C)C, O=C(O)C(F)(F)F. Yields the product Cc1cc([N+](=O)[O-])ccc1N=C1SCC(C(C)O)N1CC(C)C. RXN SMILES: [C:8]([CH3:9])([CH3:10])([CH3:11])[O:12][CH:13]([CH3:14])[CH:15]1[N:16]([CH2:31][CH:32]([CH3:33])[CH3:34])[C:17](=[N:20][c:21]2[c:22]([CH3:30])[cH:23][c:24]([N+:27](=[O:28])[O-:29])[cH:25][cH:26]2)[S:18][CH2:19]1.[F:1][C:2]([F:3])([F:4])[C:5]([OH:6])=[O:7]>>[OH:12][CH:13]([CH3:14])[CH:15]1[N:16]([CH2:31][CH:32]([CH3:33])[CH3:34])[C:17](=[N:20][c:21]2[c:22]([CH3:30])[cH:23][c:24]([N+:27](=[O:28])[O-:29])[cH:25][cH:26]2)[S:18][CH2:19]1. The reactants are ClC=1C=C(C=CC1Cl)N1C=NC(=C1)CN1C(=NC=C1)NC(C)=O (N-{1-[1-(3,4-Dichloro-phenyl)-1H-imidazol-4-ylmethyl]-1H-imidazol-2-yl}-acetamide), BH3. Run in CO (MeOH). Conditions: temperature 5 celsius. Product: Cl.ClC=1C=C(C=CC1Cl)N1C=NC(=C1)CN1C(=NC=C1)NCC ({1-[1-(3,4-Dichloro-phenyl)-1H-imidazol-4-yl-methyl]-1H-imidazol-2-yl}-ethyl-amine Hydrochloride). Reaction SMILES: [Cl:1][C:2]1[CH:3]=[C:4]([N:9]2[CH:13]=[C:12]([CH2:14][N:15]3[CH:19]=[CH:18][N:17]=[C:16]3[NH:20][C:21](=O)[CH3:22])[N:11]=[CH:10]2)[CH:5]=[CH:6][C:7]=1[Cl:8]>CO>[ClH:1].[Cl:1][C:2]1[CH:3]=[C:4]([N:9]2[CH:13]=[C:12]([CH2:14][N:15]3[CH:19]=[CH:18][N:17]=[C:16]3[NH:20][CH2:21][CH3:22])[N:11]=[CH:10]2)[CH:5]=[CH:6][C:7]=1[Cl:8] |f:2.3|. Procedure: N-{1-[1-(3,4-Dichloro-phenyl)-1H-imidazol-4-ylmethyl]-1H-imidazol-2-yl}-acetamide (0.30 g, 0.86 mmol) was treated with 1M BH3 THF complex (1.6 ml) and refluxed for 2 h. The mixture was cooled to 5° C. and MeOH (5 ml) was added slowly. After evaporation of all volatiles the residue was taken up in 2N HCl solution (3 ml) and refluxed for 20 min. The mixture was cooled and 2N NaOH solution (3 ml) was added. After extraction with AcOEt (50 ml), the organic phase was dried (Na2SO4) and evaporated to ... Starting materials: C(C)(C)(C)[Li] (tert-Butyllithium), ClC1=NC=C(C=C1)OCOC (2-chloro-5-(methoxymethoxy)pyridine), [NH4+].[Cl-] (NH4Cl), CN(C=O)C (N,N-dimethylformamide). The solvent is CCCCC (pentane), C(C)OCC (ethyl ether). Conditions: temperature -76 celsius, time 20 minute. Yields the product ClC=1C=C(C=O)C(=CN1)OCOC (2-Chloro-5-(methoxymethoxy)isonicotinaldehyde). Reaction SMILES: C([Li])(C)(C)C.[Cl:6][C:7]1[CH:12]=[CH:11][C:10]([O:13][CH2:14][O:15][CH3:16])=[CH:9][N:8]=1.CN(C)[CH:19]=[O:20].[NH4+].[Cl-]>CCCCC.C(OCC)C>[Cl:6][C:7]1[CH:12]=[C:11]([C:10]([O:13][CH2:14][O:15][CH3:16])=[CH:9][N:8]=1)[CH:19]=[O:20] |f:3.4|. Procedure: tert-Butyllithium in pentane (1.7 M, 19.0 mL) was added dropwise to a solution of 2-chloro-5-(methoxymethoxy)pyridine (4.880 g, 28.11 mmol) in 100 ml of ethyl ether at −76° C. Some precipitate appeared. The mixture was kept at −76° C. for 20 min then N,N-dimethylformamide (2.938 mL, 37.95 mmol) was added dropwise. The mixture was stirred for 10 min at −76° C. and then allowed to warm to at 0° C. for 1 h period. 10% aq NH4Cl was added and the mixture was extracted with ethyl acetate. The organic ...